The task is: describe an organic reaction: reactants, conditions, products, and yield. This data is from the Open Reaction Database (ORD), a public repository of structured organic reaction records. Starting materials: C1(=CC=CC=C1)[Mg]Br (Phenylmagnesium bromide), C(C=C)C12C(C(N(CC1)CC2)=CC2=CC=CC=C2)=O (4-allyl-2-benzylidene-1-azabicyclo[2.2.2]octane-3-one), C[Si](C)(C)Cl (trimethylsilyl chloride), CN(C)P(=O)(N(C)C)N(C)C (HMPA). The reagents and catalysts are [Cu] (copper). Solvent: C1(=CC=CC=C1)C (toluene), C1(=CC=CC=C1)C (toluene). Conditions: temperature 0 celsius. Product: C(C=C)C12C(C(N(CC1)CC2)C(C2=CC=CC=C2)C2=CC=CC=C2)=O (4-Allyl-2-diphenylmethyl-1-azabicyclo[2.2.2]octane-3-one). Isolated yield 67.5%. As a reaction SMILES: [C:1]1([Mg]Br)[CH:6]=[CH:5][CH:4]=[CH:3][CH:2]=1.[CH2:9]([C:12]12[CH2:19][CH2:18][N:15]([CH2:16][CH2:17]1)[C:14](=[CH:20][C:21]1[CH:26]=[CH:25][CH:24]=[CH:23][CH:22]=1)[C:13]2=[O:27])[CH:10]=[CH2:11].C[Si](Cl)(C)C.CN(P(N(C)C)(N(C)C)=O)C>[Cu].C1(C)C=CC=CC=1>[CH2:9]([C:12]12[CH2:17][CH2:16][N:15]([CH2:18][CH2:19]1)[CH:14]([CH:20]([C:21]1[CH:22]=[CH:23][CH:24]=[CH:25][CH:26]=1)[C:1]1[CH:6]=[CH:5][CH:4]=[CH:3][CH:2]=1)[C:13]2=[O:27])[CH:10]=[CH2:11]. Reported procedure: Copper(I) bromide dimethyl sulfide complex (1.06 g, 5.16 mmol) and 100 ml of toluene were placed in a reaction vessel, which was immersed into an dry-ice acetone bath. Phenylmagnesium bromide (3.0M in ether, 42 ml, 126 mmol) was slowly added to the copper catalyst keeping the inner temperature below -60° C. To this yellow-white suspension was added a solution prepared from 4-allyl-2-benzylidene-1-azabicyclo[2.2.2]octane-3-one (25.9 g, 103 mmol), trimethylsilyl chloride (31.4 ml, 247 mmol), HMPA ... Reagents/catalysts: [Cu] (copper). Yield: 82.2%. Run in CN(C)C=O (DMF). Reactants: OC1=C(C=C(C=C1)CCC(=O)OCC)C1=C(C=CC(=C1)CCC(=O)OCC)O (2,2'-dihydroxy-5,5'-bis (2-ethoxycarbonylethyl) biphenyl), C(CCCC)Br (pentyl bromide), C([O-])([O-])=O.[K+].[K+] (potassium carbonate). Product: C(CCCC)OC1=C(C=C(C=C1)CCC(=O)OCC)C1=C(C=CC(=C1)CCC(=O)OCC)O (2-pentyloxy-2'-hydroxy-5,5'-bis (2ethoxycarbonylethyl) biphenyl). Procedure: To 5 ml of a DMF solution containing 100 mg (0.2591 mmol) of 2,2'-dihydroxy-5,5'-bis (2-ethoxycarbonylethyl) biphenyl and 331.3 μl (2.591 mmol) of pentyl bromide, there were added 42.9 mg (0.3109 mmol) of anhydrous potassium carbonate and a small amount of copper powder and the resulting mixture was agitated overnight at room temperature. The reaction mixture was filtered by suction through Celite to remove the solid matter and the filtrate was washed with ethyl acetate. After the solvent in the... RXN SMILES: [OH:1][C:2]1[CH:7]=[CH:6][C:5]([CH2:8][CH2:9][C:10]([O:12][CH2:13][CH3:14])=[O:11])=[CH:4][C:3]=1[C:15]1[CH:20]=[C:19]([CH2:21][CH2:22][C:23]([O:25][CH2:26][CH3:27])=[O:24])[CH:18]=[CH:17][C:16]=1[OH:28].[CH2:29](Br)[CH2:30][CH2:31][CH2:32][CH3:33].C(=O)([O-])[O-].[K+].[K+]>[Cu].CN(C=O)C>[CH2:29]([O:1][C:2]1[CH:7]=[CH:6][C:5]([CH2:8][CH2:9][C:10]([O:12][CH2:13][CH3:14])=[O:11])=[CH:4][C:3]=1[C:15]1[CH:20]=[C:19]([CH2:21][CH2:22][C:23]([O:25][CH2:26][CH3:27])=[O:24])[CH:18]=[CH:17][C:16]=1[OH:28])[CH2:30][CH2:31][CH2:32][CH3:33] |f:2.3.4|. Starting materials: C([O-])([O-])=O.[K+].[K+] (Potassium carbonate), C1CNC(=O)N1 (ethylene urea), BrCC1=CC=C(C(=O)OC)C=C1 (methyl 4-bromomethylbenzoate), C(C)(C)OC(C)C (diisopropyl ether). The reagents and catalysts are [I-].C(CCC)[N+](CCCC)(CCCC)CCCC (tetra-n-butylammonium iodide). Solvent: CN(C)C=O (DMF). Conditions: temperature 80 celsius, time 5 hour. Yields the product COC(=O)C1=CC=C(C=C1)CN1C(NCC1)=O (N-(4-methoxycarbonylphenylmethyl)imidazolin-2-one). The yield is 57.4%. As a reaction SMILES: C(=O)([O-])[O-].[K+].[K+].[CH2:7]1[NH:12][C:10](=[O:11])[NH:9][CH2:8]1.Br[CH2:14][C:15]1[CH:24]=[CH:23][C:18]([C:19]([O:21][CH3:22])=[O:20])=[CH:17][CH:16]=1.C(OC(C)C)(C)C>[I-].C([N+](CCCC)(CCCC)CCCC)CCC.CN(C=O)C>[CH3:22][O:21][C:19]([C:18]1[CH:23]=[CH:24][C:15]([CH2:14][N:9]2[CH2:8][CH2:7][NH:12][C:10]2=[O:11])=[CH:16][CH:17]=1)=[O:20] |f:0.1.2,6.7|. Procedure: Potassium carbonate (7.88 g; 57 mmol) was added to a solution of 4.92 g of ethylene urea (57 mmol), 5.73 g of methyl 4-bromomethylbenzoate (25 mmol) and 1.85 g of tetra-n-butylammonium iodide (5.0 mmol) in 30 mL of DMF, and the mixture was heated with stirring at 80° C. for 5 hours. After cooling, the solid was collected by filtration and washed with ethyl acetate. The filtrate was concentrated. The residue was purified by column chromatography on silica gel (eluent: ethyl acetate:methanol=10:1)...